From a dataset of the Open Reaction Database (ORD), a public repository of structured organic reaction records. describe an organic reaction: reactants, conditions, products, and yield Starting materials: Hastelloy, ClCC(CC(=O)OC(C)(C)C)=O (t-butyl 4-chloroacetoacetate), C(C)(C)(C)O (t-butyl alcohol), Ru2Cl4 [(R)-(+)-BINAP]2Et3N. Run in C(Cl)Cl (methylene chloride). Conditions: temperature 100 celsius, time 2 hour. Product: ClC[C@H](CC(=O)OC(C)(C)C)O (t-butyl (S)-(-)-4-chloro-3-hydroxybutyrate). Yield: 90.8%. As a reaction SMILES: [Cl:1][CH2:2][C:3](=[O:12])[CH2:4][C:5]([O:7][C:8]([CH3:11])([CH3:10])[CH3:9])=[O:6].C(O)(C)(C)C>C(Cl)Cl>[Cl:1][CH2:2][C@@H:3]([OH:12])[CH2:4][C:5]([O:7][C:8]([CH3:10])([CH3:9])[CH3:11])=[O:6]. Procedure: In a 100 ml Hastelloy-made autoclave having been purged with nitrogen were charged 58.35 g (0.3 mol) of t-butyl 4-chloroacetoacetate and 120 ml of t-butyl alcohol, and solution of 250 mg (0,00015 mol) of Ru2Cl4 [(R)-(+)-BINAP]2Et3N in 2 ml of methylene chloride was added thereto. The mixture was stirred at 100° C. under a hydrogen pressure of 10 to 15 kg/cm2 for 2 hours to conduct hydrogenation, The solvent was evaporated, and the residue was distilled under reduced pressure to give 53.0 g (perc... Starting materials: mixture, CC1=C(C=C2C(=C1O)C(=O)C3=C(C4=C(C5=C(C6=C(C=C5CC4)C(OC6=O)O)O)C(=C3C2=O)O)OC)O (madurahydroxylactone), C1(=CC=CC=C1)NN (phenylhydrazine). The solvent is C(C)(=O)O (acetic acid). Conditions: time 12 hour. Yields the product C1(=CC=CC=C1)N1N=CC=2C=C3C(=C(C2C1=O)O)C1=C(C=2C(C4=CC(=C(C(=C4C(C2C(=C1CC3)OC)=O)O)C)O)=O)O (2-phenyl-10,12,15,16-tetrahydroxy-8-methoxy-11-methyl-9,14-dioxo-6,7,9, 14-tetrahydronaphthaceno[1,2-g]phthalazin-1-one). Isolated yield 83.0%. Reaction SMILES: [CH3:1][C:2]1[C:7]([OH:8])=[C:6]2[C:9]([C:11]3[C:30]([C:31](=[O:32])[C:5]2=[CH:4][C:3]=1[OH:36])=[C:29]([OH:33])[C:14]1[C:15]2[C:20]([CH2:21][CH2:22][C:13]=1[C:12]=3[O:34][CH3:35])=[CH:19][C:18]1[CH:23](O)[O:24][C:25](=O)[C:17]=1[C:16]=2[OH:28])=[O:10].[C:37]1([NH:43][NH2:44])[CH:42]=[CH:41][CH:40]=[CH:39][CH:38]=1>C(O)(=O)C>[C:37]1([N:43]2[C:25](=[O:24])[C:17]3[C:16]([OH:28])=[C:15]4[C:14]5[C:13]([CH2:22][CH2:21][C:20]4=[CH:19][C:18]=3[CH:23]=[N:44]2)=[C:12]([O:34][CH3:35])[C:11]2[C:9](=[O:10])[C:6]3[C:5](=[CH:4][C:3]([OH:36])=[C:2]([CH3:1])[C:7]=3[OH:8])[C:31](=[O:32])[C:30]=2[C:29]=5[OH:33])[CH:42]=[CH:41][CH:40]=[CH:39][CH:38]=1. Procedure: A 5% mixture of madurahydroxylactone in glacial acetic acid is mixed with 2 mole equivalents of phenylhydrazine and boiled under reflux for 30 min. The reaction mixture is then left to stand at room temperature for about 12 hours. The red solid which has crystallized out is filtered off with suction, washed with glacial acetic acid and dried. The crude product is extracted with tetrahydrofuran (THF) in a Soxhlet. On cooling, the product crystallizes out and is filtered off with suction and dried... Reactants: C(C(C)C)C=1C(=C(SC1C)C(=O)O)C (4-isobutyl-3,5-dimethyl-thiophene-2-carboxylic acid), OC1=C(C=C(C(=N)NO)C=C1C)C (4,N-dihydroxy-3,5-dimethyl-benzamidine). Product: C(C(C)C)C=1C(=C(SC1C)C1=NC(=NO1)C1=CC(=C(C(=C1)C)O)C)C (4-[5-(4-Isobutyl-3,5-dimethyl-thiophen-2-yl)-[1,2,4]oxadiazol-3-yl]-2,6-dimethyl-phenol). As a reaction SMILES: [CH2:1]([C:5]1[C:6]([CH3:14])=[C:7]([C:11]([OH:13])=O)[S:8][C:9]=1[CH3:10])[CH:2]([CH3:4])[CH3:3].[OH:15][C:16]1[C:25]([CH3:26])=[CH:24][C:19]([C:20]([NH:22]O)=[NH:21])=[CH:18][C:17]=1[CH3:27]>>[CH2:1]([C:5]1[C:6]([CH3:14])=[C:7]([C:11]2[O:13][N:22]=[C:20]([C:19]3[CH:24]=[C:25]([CH3:26])[C:16]([OH:15])=[C:17]([CH3:27])[CH:18]=3)[N:21]=2)[S:8][C:9]=1[CH3:10])[CH:2]([CH3:3])[CH3:4]. Reported procedure: 4-[5-(4-Isobutyl-3,5-dimethyl-thiophen-2-yl)-[1,2,4]oxadiazol-3-yl]-2,6-dimethyl-phenol is prepared from 4-isobutyl-3,5-dimethyl-thiophene-2-carboxylic acid and 4,N-dihydroxy-3,5-dimethyl-benzamidine in analogy to Example 21; LC-MS: tR=1.20 min, [M+1]=357.35; 1H NMR (D6-DMSO): δ 8.91 (s, 1H), 7.60 (s, 2H), 2.53 (s, 3H), 2.44-2.40 (m, 5H), 2.23 (s, 6H), 1.81-1.72 (m, 1H), 0.89 (d, J=6.4 Hz, 6H). The reactants are [OH-].[Na+] (Sodium hydroxide), COC(CCC(=O)C1=CN(C2=CC=C(C=C12)Cl)CC=1C=NC(=CC1)C1=CC=CC2=C1OC1=C2C=CC=C1)=O (methyl-4-[5-chloro-1-(6-dibenzofuran-4-yl-pyridin-3-ylmethyl)-1H-indol-3-yl]-4-oxo-butyrate), Cl (hydrochloric acid). Solvent: O1CCCC1 (tetrahydrofuran), CO (methanol), O (water). Yields the product ClC=1C=C2C(=CN(C2=CC1)CC=1C=NC(=CC1)C1=CC=CC2=C1OC1=C2C=CC=C1)C(CCC(=O)O)=O (4-[5-Chloro-1-(6-dibenzofuran-4-yl-pyridin-3-ylmethyl)-1H-indol-3-yl]-4-oxo-butyric acid). Isolated yield 98.2%. RXN SMILES: [OH-].[Na+].C[O:4][C:5](=[O:40])[CH2:6][CH2:7][C:8]([C:10]1[C:18]2[C:13](=[CH:14][CH:15]=[C:16]([Cl:19])[CH:17]=2)[N:12]([CH2:20][C:21]2[CH:22]=[N:23][C:24]([C:27]3[C:32]4[O:33][C:34]5[CH:39]=[CH:38][CH:37]=[CH:36][C:35]=5[C:31]=4[CH:30]=[CH:29][CH:28]=3)=[CH:25][CH:26]=2)[CH:11]=1)=[O:9].Cl>O1CCCC1.CO.O>[Cl:19][C:16]1[CH:17]=[C:18]2[C:13](=[CH:14][CH:15]=1)[N:12]([CH2:20][C:21]1[CH:22]=[N:23][C:24]([C:27]3[C:32]4[O:33][C:34]5[CH:39]=[CH:38][CH:37]=[CH:36][C:35]=5[C:31]=4[CH:30]=[CH:29][CH:28]=3)=[CH:25][CH:26]=1)[CH:11]=[C:10]2[C:8](=[O:9])[CH2:7][CH2:6][C:5]([OH:40])=[O:4] |f:0.1|. Procedure: 2N Sodium hydroxide solution (1.45 mL, 2.9 mmol) was added dropwise to a stirred solution of methyl-4-[5-chloro-1-(6-dibenzofuran-4-yl-pyridin-3-ylmethyl)-1H-indol-3-yl]-4-oxo-butyrate (500 mg, 0.95 mmol) in tetrahydrofuran (10 mL) and methanol (2 mL). The clear reaction mixture was stirred at room temperature until the reaction was complete (TLC control), and then diluted with water (10 mL), and acidified to pH 3 with 2N hydrochloric acid. The reaction mixture was extracted with ethyl acetate (...